From a dataset of the Open Reaction Database (ORD), a public repository of structured organic reaction records. describe an organic reaction: reactants, conditions, products, and yield Starting materials: CCN1CC([N+](=O)[O-])CN1CC, CC(C)N1CC([N+](=O)[O-])CN1C(C)C. Product: CC(C)N1CC(N)CN1C(C)C. As a reaction SMILES: [N+:15]([CH:16]1[CH2:17][N:18]([CH2:19][CH3:20])[N:21]([CH2:22][CH3:23])[CH2:24]1)([O-:25])=[O:26].[N+:1]([O-:2])(=[O:3])[CH:4]1[CH2:5][N:6]([CH:12]([CH3:13])[CH3:14])[N:7]([CH:9]([CH3:10])[CH3:11])[CH2:8]1>>[NH2:1][CH:4]1[CH2:5][N:6]([CH:12]([CH3:13])[CH3:14])[N:7]([CH:9]([CH3:10])[CH3:11])[CH2:8]1. Starting materials: ClC1=C(C=C(CNC(C(C)(C)C)=O)C=C1)N1N=C(NC1=O)C1=CC=C(C=C1)I (N-(4-chloro-3-(4,5-dihydro-3-(4-iodophenyl)-5-oxo-1,2,4-triazol-1-yl)benzyl)pivalamide), C(#C)C1CC1 (ethynylcyclopropane), CCCC[N+](CCCC)(CCCC)CCCC.[F-] (TBAF). Reagents/catalysts: Cl[Pd]([P](C1=CC=CC=C1)(C2=CC=CC=C2)C3=CC=CC=C3)([P](C4=CC=CC=C4)(C5=CC=CC=C5)C6=CC=CC=C6)Cl (bis(triphenylphosphine)palladium(II) chloride). Run in CS(=O)C (DMSO). Conditions: temperature 80 celsius, time 5.5 hour. Yields the product ClC1=C(C=C(CNC(C(C)(C)C)=O)C=C1)N1N=C(NC1=O)C1=CC=C(C=C1)C#CC1CC1 (N-(4-Chloro-3-(3-(4-(2-cyclopropylethynyl)phenyl)-4,5-dihydro-5-oxo-1,2,4-triazol-1-yl)benzyl)pivalamide). Isolated yield 56.8%. Reaction SMILES: [Cl:1][C:2]1[CH:15]=[CH:14][C:5]([CH2:6][NH:7][C:8](=[O:13])[C:9]([CH3:12])([CH3:11])[CH3:10])=[CH:4][C:3]=1[N:16]1[C:20](=[O:21])[NH:19][C:18]([C:22]2[CH:27]=[CH:26][C:25](I)=[CH:24][CH:23]=2)=[N:17]1.[C:29]([CH:31]1[CH2:33][CH2:32]1)#[CH:30].CCCC[N+](CCCC)(CCCC)CCCC.[F-]>CS(C)=O.Cl[Pd](Cl)([P](C1C=CC=CC=1)(C1C=CC=CC=1)C1C=CC=CC=1)[P](C1C=CC=CC=1)(C1C=CC=CC=1)C1C=CC=CC=1>[Cl:1][C:2]1[CH:15]=[CH:14][C:5]([CH2:6][NH:7][C:8](=[O:13])[C:9]([CH3:12])([CH3:11])[CH3:10])=[CH:4][C:3]=1[N:16]1[C:20](=[O:21])[NH:19][C:18]([C:22]2[CH:27]=[CH:26][C:25]([C:30]#[C:29][CH:31]3[CH2:33][CH2:32]3)=[CH:24][CH:23]=2)=[N:17]1 |f:2.3,^1:58,77|. Procedure details: To a solution of N-(4-chloro-3-(4,5-dihydro-3-(4-iodophenyl)-5-oxo-1,2,4-triazol-1-yl)benzyl)pivalamide (Intermediate-95, 0.100 g, 0.196 mmol) in DMSO (3.0 mL), ethynylcyclopropane (0.035 g, 0.530 mmol), TBAF (0.150 g, 0.574) and bis(triphenylphosphine)palladium(II) chloride (catalytic) were added and the reaction mass was stirred at 80° C. for 5-6 h. After completion of the reaction, the reaction mass was quenched with water and extracted with DCM and concentrated to afford 0.050 g of the desir...